From a dataset of the Open Reaction Database (ORD), a public repository of structured organic reaction records. describe an organic reaction: reactants, conditions, products, and yield Starting materials: C(C)(C)(C)C1=CC=C(C=C1)C=CC(=O)C1=C(C=C(C=C1)OCC=C(C)C)O (4-t-butyl-2'-hydroxy-4'-(3-methyl-2-butenyloxy)chalcone), [OH-].[K+] (potassium hydroxide), BrCC(=O)OCC (ethyl bromoacetate). Run in CC(=O)C (acetone). Conditions: time 5 minute. Yields the product C(C)(C)(C)C1=CC=C(C=C1)C=CC(=O)C1=C(C=C(C=C1)OCC=C(C)C)OCC(=O)OCC (4-t-butyl-2'-ethoxycarbonylmethoxy-4'-(3-methyl-2-butenyloxy)chalcone). Yield: 85.4%. Reaction SMILES: [C:1]([C:5]1[CH:10]=[CH:9][C:8]([CH:11]=[CH:12][C:13]([C:15]2[CH:20]=[CH:19][C:18]([O:21][CH2:22][CH:23]=[C:24]([CH3:26])[CH3:25])=[CH:17][C:16]=2[OH:27])=[O:14])=[CH:7][CH:6]=1)([CH3:4])([CH3:3])[CH3:2].[OH-].[K+].Br[CH2:31][C:32]([O:34][CH2:35][CH3:36])=[O:33]>CC(C)=O>[C:1]([C:5]1[CH:10]=[CH:9][C:8]([CH:11]=[CH:12][C:13]([C:15]2[CH:20]=[CH:19][C:18]([O:21][CH2:22][CH:23]=[C:24]([CH3:26])[CH3:25])=[CH:17][C:16]=2[O:27][CH2:31][C:32]([O:34][CH2:35][CH3:36])=[O:33])=[O:14])=[CH:7][CH:6]=1)([CH3:4])([CH3:3])[CH3:2] |f:1.2|. Reported procedure: To a solution of 45.1 g of 4-t-butyl-2'-hydroxy-4'-(3-methyl-2-butenyloxy)chalcone in 500 ml of acetone was added 10.6 g of potassium hydroxide, and the mixture was stirred for 5 minutes. Then, 21.5 g of ethyl bromoacetate was added, and the mixture was stirred for 45 minutes. After neutralization with dilute hydrochloric acid, the precipitated solid was collected by filtration, washed with water, dried and recrystallized from ethanol to give 47.6 g of 4-t-butyl-2'-ethoxycarbonylmethoxy-4'-(3-me...